From a dataset of the Open Reaction Database (ORD), a public repository of structured organic reaction records. describe an organic reaction: reactants, conditions, products, and yield The reactants are COC=1C=C(C=C(C1OCOCCOC)OC)C=CC=CC(=O)N1CCN(CC1)CCOC(C1=CC=CC=C1)C1=CC=CC=C1 (N-[5-[3,5-dimethoxy-4-(β-methoxyethoxymethoxy)phenyl]-2,4-pentadienoyl]-N'-(2-benzhydroxyethyl)piperazine), O.C1(=CC=C(C=C1)S(=O)(=O)O)C (p-toluenesulfonic acid monohydrate), C([O-])([O-])=O.[Na+].[Na+] (sodium carbonate), [Cl-].[Na+] (sodium chloride). Run in CO (methanol). Product: COC=1C=C(C=C(C1O)OC)C=CC=CC(=O)N1CCN(CC1)CCOC(C1=CC=CC=C1)C1=CC=CC=C1 (N-[5-(3,5-dimethoxy-4-hydroxyphenyl)-2,4-pentadienoyl)-N'-(2-benzhydroxyethyl)piperazine). RXN SMILES: [CH3:1][O:2][C:3]1[CH:4]=[C:5]([CH:18]=[CH:19][CH:20]=[CH:21][C:22]([N:24]2[CH2:29][CH2:28][N:27]([CH2:30][CH2:31][O:32][CH:33]([C:40]3[CH:45]=[CH:44][CH:43]=[CH:42][CH:41]=3)[C:34]3[CH:39]=[CH:38][CH:37]=[CH:36][CH:35]=3)[CH2:26][CH2:25]2)=[O:23])[CH:6]=[C:7]([O:16][CH3:17])[C:8]=1[O:9]COCCOC.O.C1(C)C=CC(S(O)(=O)=O)=CC=1.[Cl-].[Na+].C(=O)([O-])[O-].[Na+].[Na+]>CO>[CH3:1][O:2][C:3]1[CH:4]=[C:5]([CH:18]=[CH:19][CH:20]=[CH:21][C:22]([N:24]2[CH2:25][CH2:26][N:27]([CH2:30][CH2:31][O:32][CH:33]([C:34]3[CH:39]=[CH:38][CH:37]=[CH:36][CH:35]=3)[C:40]3[CH:41]=[CH:42][CH:43]=[CH:44][CH:45]=3)[CH2:28][CH2:29]2)=[O:23])[CH:6]=[C:7]([O:16][CH3:17])[C:8]=1[OH:9] |f:1.2,3.4,5.6.7|. Reported procedure: To a solution of 413 mg (0.670 mmol) of of the amide compound in methanol (10 ml) was added 148 mg (0.778 mmol) of p-toluenesulfonic acid monohydrate, and the mixture was refluxed for 1 hour. A saturated aqueous solution of sodium chloride was added to the reaction mixture, which was adjusted to a pH value of 10 by the addition of an aqueous solution of sodium carbonate, and then extracted with ethyl acetate. The organic layer was washed with water and concentrated by evaporation under reduced p... Reactants: BrC=1C=CC2=C(N=C(CO2)C2=CC=CC=C2)C1OC1=CC=CC=C1 (6-bromo-5-phenoxy-3-phenyl-2H-1,4-benzoxazine), [BH4-].[Na+] (sodium tetrahydroborate). Solvent: O (water), C(C)(=O)OCC (ethyl acetate), C(C)O (ethanol), O (water). Run at temperature 90 celsius, time 2 hour. Product: BrC=1C=CC2=C(NC(CO2)C2=CC=CC=C2)C1OC1=CC=CC=C1 (6-Bromo-5-phenoxy-3-phenyl-3,4-dihydro-2H-1,4-benzoxazine). Yield: 96.7%. Reaction SMILES: [Br:1][C:2]1[CH:3]=[CH:4][C:5]2[O:10][CH2:9][C:8]([C:11]3[CH:16]=[CH:15][CH:14]=[CH:13][CH:12]=3)=[N:7][C:6]=2[C:17]=1[O:18][C:19]1[CH:24]=[CH:23][CH:22]=[CH:21][CH:20]=1.[BH4-].[Na+]>C(O)C.O.C(OCC)(=O)C>[Br:1][C:2]1[CH:3]=[CH:4][C:5]2[O:10][CH2:9][CH:8]([C:11]3[CH:12]=[CH:13][CH:14]=[CH:15][CH:16]=3)[NH:7][C:6]=2[C:17]=1[O:18][C:19]1[CH:20]=[CH:21][CH:22]=[CH:23][CH:24]=1 |f:1.2|. Procedure: A suspension of 6-bromo-5-phenoxy-3-phenyl-2H-1,4-benzoxazine (0.0692 g, 0.182 mmol) in ethanol (1.20 mL) and water (0.240 mL) was treated with sodium tetrahydroborate (13.8 mg, 0.364 mmol) and stirred at 90° C. for 2 h. The reaction mixture was diluted with water and ethyl acetate. Layers were separated and the organic layer was washed with brine, dried with sodium sulfate, filtered, and concentrated in vacuo to give the crude product. Purification by flash column chromatography (100% hexanes t... Starting materials: N([C@@H](CC1=CC=CC=C1)C(=O)O)C(=O)OC(C)(C)C (Boc-Phe-OH), N[C@@H](CC1=CC=CC=C1)C(=O)OCC.Cl (H-Phe-OEt.HCl), CCN=C=NCCCN(C)C (WSC). Solvent: C(Cl)(Cl)Cl (chloroform). Conditions: temperature 0 celsius, time 2 hour. Product: N([C@@H](CC1=CC=CC=C1)C(=O)N[C@@H](CC1=CC=CC=C1)C(=O)OCC)C(=O)OC(C)(C)C (Boc-Phe-Phe-OEt). Isolated yield 84.2%. RXN SMILES: [NH:1]([C:13]([O:15][C:16]([CH3:19])([CH3:18])[CH3:17])=[O:14])[C@H:2]([C:10]([OH:12])=O)[CH2:3][C:4]1[CH:9]=[CH:8][CH:7]=[CH:6][CH:5]=1.[NH2:20][C@H:21]([C:29]([O:31][CH2:32][CH3:33])=[O:30])[CH2:22][C:23]1[CH:28]=[CH:27][CH:26]=[CH:25][CH:24]=1.Cl.CCN=C=NCCCN(C)C>C(Cl)(Cl)Cl>[NH:1]([C:13]([O:15][C:16]([CH3:19])([CH3:18])[CH3:17])=[O:14])[C@H:2]([C:10]([NH:20][C@H:21]([C:29]([O:31][CH2:32][CH3:33])=[O:30])[CH2:22][C:23]1[CH:28]=[CH:27][CH:26]=[CH:25][CH:24]=1)=[O:12])[CH2:3][C:4]1[CH:5]=[CH:6][CH:7]=[CH:8][CH:9]=1 |f:1.2|. Reported procedure: In 150 ml of chloroform were dissolved 26.5 g of Boc-Phe-OH and 22.9 g of H-Phe-OEt.HCl, to which 18.4 ml of WSC was added under cooling at 0° C. This was then subjected to stirring for 2 hours at -10° C., then 15 hours at room temperature. The reaction solution was concentrated in vacuo and the residue was dissolved in 20 ml of ethyl acetate, washed successively with 1 N HCl, water, 5% aqueous NaHCO3 solution and water, dried over Na2SO4 then again concentrated in vacuo. The thus obtained resid... Reactants: CN(CCCN1C2=C(N=C(C3=C1C=C(C=C3)OC)C3=CC=CC=C3)C=CC=N2)C (11-[3-(dimethylamino)propyl]-9-methoxy-6-phenyl-11H-pyrido[2,3-b][1,4]benzodiazepine), I (hydrogen iodide). The solvent is C(C)(=O)O (acetic acid). The product is OC1=CC2=C(C(=NC3=C(N2CCCN(C)C)N=CC=C3)C3=CC=CC=C3)C=C1 (9-Hydroxy-N,N-dimethyl-6-phenyl-11H-pyrido[2,3-b][1,4]benzodiazepine-11-propanamine). RXN SMILES: [CH3:1][N:2]([CH3:29])[CH2:3][CH2:4][CH2:5][N:6]1[C:12]2[CH:13]=[C:14]([O:17]C)[CH:15]=[CH:16][C:11]=2[C:10]([C:19]2[CH:24]=[CH:23][CH:22]=[CH:21][CH:20]=2)=[N:9][C:8]2[CH:25]=[CH:26][CH:27]=[N:28][C:7]1=2.I>C(O)(=O)C>[OH:17][C:14]1[CH:15]=[CH:16][C:11]2[C:10]([C:19]3[CH:20]=[CH:21][CH:22]=[CH:23][CH:24]=3)=[N:9][C:8]3[CH:25]=[CH:26][CH:27]=[N:28][C:7]=3[N:6]([CH2:5][CH2:4][CH2:3][N:2]([CH3:1])[CH3:29])[C:12]=2[CH:13]=1. Reported procedure: The title compound is prepared by reacting 11-[3-(dimethylamino)propyl]-9-methoxy-6-phenyl-11H-pyrido[2,3-b][1,4]benzodiazepine with hydrogen iodide and glacial acetic acid. Reactants: [H-].[Na+] (Sodium hydride), N1C(=CC2=CC=CC=C12)CCCNC([C@H](CC)NC(C(F)(F)F)=O)=O ((S)—N-(3-(1H-indol-2-yl)propyl)-2-(2,2,2-trifluoroacetamido)butanamide), CI (Methyl iodide). Solvent: CN(C=O)C (dimethylformamide). Run at time 15 minute. Product: CN1C(=CC2=CC=CC=C12)CCCNC([C@H](CC)NC(C(F)(F)F)=O)=O (N-[3-(1-methyl-1H-indol-2-yl)-propyl]-2-(S)-(2,2,2-trifluoro-acetylamino)-butyramide). Reaction SMILES: [NH:1]1[C:9]2[C:4](=[CH:5][CH:6]=[CH:7][CH:8]=2)[CH:3]=[C:2]1[CH2:10][CH2:11][CH2:12][NH:13][C:14](=[O:25])[C@@H:15]([NH:18][C:19](=[O:24])[C:20]([F:23])([F:22])[F:21])[CH2:16][CH3:17].[H-].[Na+].[CH3:28]I>CN(C)C=O>[CH3:28][N:1]1[C:9]2[C:4](=[CH:5][CH:6]=[CH:7][CH:8]=2)[CH:3]=[C:2]1[CH2:10][CH2:11][CH2:12][NH:13][C:14](=[O:25])[C@@H:15]([NH:18][C:19](=[O:24])[C:20]([F:21])([F:23])[F:22])[CH2:16][CH3:17] |f:1.2|. Procedure details: A 20 mL cintillation vial was charged with (S)—N-(3-(1H-indol-2-yl)propyl)-2-(2,2,2-trifluoroacetamido)butanamide (60 mg, 0.169 mmol) and dimethylformamide (0.75 mL). Sodium hydride (6.0 mg, 0.25 mmol) was added and the resulting mixture was stirred at room temperature for 15 minutes. Methyl iodide (0.012 mL, 0.193 mmol) was added and the resulting mixture was stirred at room temperature for 1 h. The resulting mixture was then concentrated in-vacuo and purified via flash silica gel chromatograph... The reactants are COC1=CC2=C(CC(N(CC2)CCCN(CCC2=CC(=C(C=C2)NC(=O)C)[N+](=O)[O-])C)=O)C=C1OC (1-[7,8-dimethoxy-1,3,4,5-tetrahydro-2H-3-benzazepin-2-on-3-yl]-3-[N-methyl-N-(2-{4-acetamino-3-nitro-phenyl}-ethyl)-amino]-propane), Cl (hydrochloric acid). The product is Cl.COC1=CC2=C(CC(N(CC2)CCCN(CCC2=CC(=C(C=C2)N)[N+](=O)[O-])C)=O)C=C1OC (1-[7,8-Dimethoxy-1,3,4,5-tetrahydro-2H-3-benzazepin-2-on-3-yl]-3-[N-methyl-N-(2-{4-amino-3-nitro-phenyl}-ethyl)-amino]-propane hydrochloride). Reaction SMILES: [CH3:1][O:2][C:3]1[C:34]([O:35][CH3:36])=[CH:33][C:6]2[CH2:7][C:8](=[O:32])[N:9]([CH2:12][CH2:13][CH2:14][N:15]([CH3:31])[CH2:16][CH2:17][C:18]3[CH:23]=[CH:22][C:21]([NH:24]C(C)=O)=[C:20]([N+:28]([O-:30])=[O:29])[CH:19]=3)[CH2:10][CH2:11][C:5]=2[CH:4]=1.[ClH:37]>>[ClH:37].[CH3:1][O:2][C:3]1[C:34]([O:35][CH3:36])=[CH:33][C:6]2[CH2:7][C:8](=[O:32])[N:9]([CH2:12][CH2:13][CH2:14][N:15]([CH3:31])[CH2:16][CH2:17][C:18]3[CH:23]=[CH:22][C:21]([NH2:24])=[C:20]([N+:28]([O-:30])=[O:29])[CH:19]=3)[CH2:10][CH2:11][C:5]=2[CH:4]=1 |f:2.3|. Reported procedure: 1.0 gm (1.75 mmols) of 1-[7,8-dimethoxy-1,3,4,5-tetrahydro-2H-3-benzazepin-2-on-3-yl]-3-[N-methyl-N-(2-{4-acetamino-3-nitro-phenyl}-ethyl)-amino]-propane was heated in 50 ml of methanolic hydrochloric acid for two hours at 45°-50° C. The reaction solution was then evaporated; the residue was dissolved in methylene chloride; the solution was washed with a saturated aqueous sodium bicarbonate solution and dried over magnesium sulfate, and the solvent was distilled off in vacuo. After purification ...